Dataset: the Open Reaction Database (ORD), a public repository of structured organic reaction records. Task: describe an organic reaction: reactants, conditions, products, and yield Reactants: C(C)=C(C(=O)C1=C(C(=C(C=C1)OC)Cl)Cl)C (2-ethylidene-2',3'-dichloro-4'-methoxypropiophenone). Solvent: S(O)(O)(=O)=O (sulfuric acid). Product: CC1C(C2=C(C(=C(C=C2C1C)OC)Cl)Cl)=O (2,3-dimethyl- 5-methoxy-6,7-dichloro-1-indanone). As a reaction SMILES: [CH:1](=[C:3]([CH3:16])[C:4]([C:6]1[CH:11]=[CH:10][C:9]([O:12][CH3:13])=[C:8]([Cl:14])[C:7]=1[Cl:15])=[O:5])[CH3:2]>S(=O)(=O)(O)O>[CH3:16][CH:3]1[CH:1]([CH3:2])[C:11]2[C:6](=[C:7]([Cl:15])[C:8]([Cl:14])=[C:9]([O:12][CH3:13])[CH:10]=2)[C:4]1=[O:5]. Reported procedure: By following the procedure described in Example 5, Step D, using as the reactants 2-ethylidene-2',3'-dichloro-4'-methoxypropiophenone (30 g.) and sulfuric acid (120 ml.), there is obtained 2,3-dimethyl- 5-methoxy-6,7-dichloro-1-indanone. Reactants: NC1=NC=CC(=N1)C1=C(N=C(S1)C1CCN(CC1)C(=O)OC(C)(C)C)C1=C(C(=CC=C1)NS(=O)(=O)C1=C(C=CC=C1F)F)F (1,1-dimethylethyl 4-[5-(2-amino-4-pyrimidinyl)-4-(3-{[(2,6-difluorophenyl)sulfonyl]amino}-2-fluorophenyl)-1,3-thiazol-2-yl]-1-piperidinecarboxylate), C(=O)(C(F)(F)F)O (TFA). Run in ClCCl (dichloromethane). Run at time 1 hour. Yields the product NC1=NC=CC(=N1)C1=C(N=C(S1)C1CCNCC1)C=1C(=C(C=CC1)NS(=O)(=O)C1=C(C=CC=C1F)F)F (N-{3-[5-(2-amino-4-pyrimidinyl)-2-(4-piperidinyl)-1,3-thiazol-4-yl]-2-fluorophenyl}-2,6-difluorobenzenesulfonamide). Reaction SMILES: [NH2:1][C:2]1[N:7]=[C:6]([C:8]2[S:12][C:11]([CH:13]3[CH2:18][CH2:17][N:16](C(OC(C)(C)C)=O)[CH2:15][CH2:14]3)=[N:10][C:9]=2[C:26]2[CH:31]=[CH:30][CH:29]=[C:28]([NH:32][S:33]([C:36]3[C:41]([F:42])=[CH:40][CH:39]=[CH:38][C:37]=3[F:43])(=[O:35])=[O:34])[C:27]=2[F:44])[CH:5]=[CH:4][N:3]=1.C(O)(C(F)(F)F)=O>ClCCl>[NH2:1][C:2]1[N:7]=[C:6]([C:8]2[S:12][C:11]([CH:13]3[CH2:18][CH2:17][NH:16][CH2:15][CH2:14]3)=[N:10][C:9]=2[C:26]2[C:27]([F:44])=[C:28]([NH:32][S:33]([C:36]3[C:37]([F:43])=[CH:38][CH:39]=[CH:40][C:41]=3[F:42])(=[O:34])=[O:35])[CH:29]=[CH:30][CH:31]=2)[CH:5]=[CH:4][N:3]=1. Procedure details: To a solution of 1,1-dimethylethyl 4-[5-(2-amino-4-pyrimidinyl)-4-(3-{[(2,6-difluorophenyl)sulfonyl]amino}-2-fluorophenyl)-1,3-thiazol-2-yl]-1-piperidinecarboxylate (94 mg, 0.145 mmol) in dichloromethane (2 mL) was added TFA (0.5 mL, 6.49 mmol), and the reaction mixture was stirred for 1 h. the reaction mixture was concentrated and the residue was purified using RP-HPLC. The TFA salt was neutralized to the title compound (56 mg). MS (ESI): 547.1 [M+1]+. The reactants are C1CCC2=NCCCN2CC1, CC1NC(=O)SC1c1ccc(Cl)cc1, CS(C)=O, O=C=NC1CCCCC1. Product: CC1C(c2ccc(Cl)cc2)SC(=O)N1C(=O)NC1CCCCC1. RXN SMILES: [CH2:15]1[CH2:16][CH2:17][C:18]2=[N:23][CH2:22][CH2:21][CH2:20][N:19]2[CH2:24][CH2:25]1.[CH3:1][CH:2]1[NH:3][C:4](=[O:14])[S:5][CH:6]1[c:7]1[cH:8][cH:9][c:10]([Cl:13])[cH:11][cH:12]1.[CH3:35][S:36]([CH3:37])=[O:38].[O:26]=[C:27]=[N:28][CH:29]1[CH2:30][CH2:31][CH2:32][CH2:33][CH2:34]1>>[CH3:1][CH:2]1[N:3]([C:27](=[O:26])[NH:28][CH:29]2[CH2:30][CH2:31][CH2:32][CH2:33][CH2:34]2)[C:4](=[O:14])[S:5][CH:6]1[c:7]1[cH:8][cH:9][c:10]([Cl:13])[cH:11][cH:12]1. The reactants are ClC1=CC(=NC(=N1)C)N(CC1=CC=C(C=C1)OC)CC1=CC=C(C=C1)OC (6-Chloro-N,N-bis(4-methoxybenzyl)-2-methylpyrimidin-4-amine), C(C)(C)(C)OC(=O)N1CCN(CC1)CC=1C=C(C(=NC1)F)B(O)O (5-((4-(tert-butoxycarbonyl)piperazin-1-yl)methyl)-2-fluoropyridin-3-ylboronic acid), PdCl2 (AmPhos)2, C(C)(=O)[O-].[K+] (potassium acetate). Solvent: C(C)O (ethanol), O (water). Reaction conditions: temperature 100 celsius. The product is COC1=CC=C(CN(C2=CC(=NC(=N2)C)C=2C=C(C=NC2F)CN2CCN(CC2)C(=O)OC(C)(C)C)CC2=CC=C(C=C2)OC)C=C1 (tert-butyl 4-((5-(6-(bis(4-methoxybenzyl)amino)-2-methylpyrimidin-4-yl)-6-fluoropyridin-3-yl)methyl)piperazine-1-carboxylate). The yield is 42.4%. Reaction SMILES: Cl[C:2]1[N:7]=[C:6]([CH3:8])[N:5]=[C:4]([N:9]([CH2:19][C:20]2[CH:25]=[CH:24][C:23]([O:26][CH3:27])=[CH:22][CH:21]=2)[CH2:10][C:11]2[CH:16]=[CH:15][C:14]([O:17][CH3:18])=[CH:13][CH:12]=2)[CH:3]=1.[C:28]([O:32][C:33]([N:35]1[CH2:40][CH2:39][N:38]([CH2:41][C:42]2[CH:43]=[C:44](B(O)O)[C:45]([F:48])=[N:46][CH:47]=2)[CH2:37][CH2:36]1)=[O:34])([CH3:31])([CH3:30])[CH3:29].C([O-])(=O)C.[K+]>C(O)C.O>[CH3:18][O:17][C:14]1[CH:15]=[CH:16][C:11]([CH2:10][N:9]([CH2:19][C:20]2[CH:25]=[CH:24][C:23]([O:26][CH3:27])=[CH:22][CH:21]=2)[C:4]2[N:5]=[C:6]([CH3:8])[N:7]=[C:2]([C:44]3[CH:43]=[C:42]([CH2:41][N:38]4[CH2:39][CH2:40][N:35]([C:33]([O:32][C:28]([CH3:31])([CH3:30])[CH3:29])=[O:34])[CH2:36][CH2:37]4)[CH:47]=[N:46][C:45]=3[F:48])[CH:3]=2)=[CH:12][CH:13]=1 |f:2.3|. Reported procedure: 6-Chloro-N,N-bis(4-methoxybenzyl)-2-methylpyrimidin-4-amine (214.0 mg, 0.557 mmol), 5-((4-(tert-butoxycarbonyl)piperazin-1-yl)methyl)-2-fluoropyridin-3-ylboronic acid (Example 34, Step 3)(189 mg, 0.557 mmol), PdCl2 (AmPhos)2 (Aldrich, St. Louis, Mo.) (19.74 mg, 0.028 mmol), and potassium acetate (164 mg, 1.672 mmol) in a mixture of ethanol (3.0 mL) and water (0.300 mL) was sparged with argon and then heated (microwave) at 100° C. in a 20 mL microwave vial for 20 min. The reaction mixture was the... The reactants are CS(=O)(=O)O, CC#N, CCn1c(=O)c(-c2cc(NC(=O)Nc3ccccc3F)c(F)cc2Cl)cc2cnc(NCCOC)cc21. Yields the product CS(=O)(=O)O, CCn1c(=O)c(-c2cc(NC(=O)Nc3ccccc3F)c(F)cc2Cl)cc2cnc(NCCOC)cc21. As a reaction SMILES: [CH3:38][S:39]([OH:40])(=[O:41])=[O:42].[CH3:43][C:44]#[N:45].[Cl:1][c:2]1[cH:3][c:4]([F:37])[c:5]([NH:26][C:27](=[O:28])[NH:29][c:30]2[c:31]([F:36])[cH:32][cH:33][cH:34][cH:35]2)[cH:6][c:7]1-[c:8]1[c:9](=[O:25])[n:10]([CH2:23][CH3:24])[c:11]2[cH:12][c:13]([NH:18][CH2:19][CH2:20][O:21][CH3:22])[n:14][cH:15][c:16]2[cH:17]1>>[CH3:38][S:39](=[O:40])(=[O:41])[OH:42].[Cl:1][c:2]1[cH:3][c:4]([F:37])[c:5]([NH:26][C:27](=[O:28])[NH:29][c:30]2[c:31]([F:36])[cH:32][cH:33][cH:34][cH:35]2)[cH:6][c:7]1-[c:8]1[c:9](=[O:25])[n:10]([CH2:23][CH3:24])[c:11]2[cH:12][c:13]([NH:18][CH2:19][CH2:20][O:21][CH3:22])[n:14][cH:15][c:16]2[cH:17]1.